describe an organic reaction: reactants, conditions, products, and yield From a dataset of the Open Reaction Database (ORD), a public repository of structured organic reaction records. Starting materials: Clc1ccccc1Cl, ClP(Cl)(Cl)(Cl)Cl, O=c1[nH]c2ccc(Cl)cc2o1. Yields the product Clc1ccc2nc(Cl)oc2c1. As a reaction SMILES: [Cl:18][c:19]1[cH:20][cH:21][cH:22][cH:23][c:24]1[Cl:25].[Cl:1][P:2]([Cl:3])([Cl:4])([Cl:5])[Cl:6].[Cl:7][c:8]1[cH:9][c:10]2[c:11]([nH:12][c:13](=[O:15])[o:14]2)[cH:16][cH:17]1>>[Cl:1][c:13]1[n:12][c:11]2[c:10]([cH:9][c:8]([Cl:7])[cH:17][cH:16]2)[o:14]1. Starting materials: C(C)(C)(C)OC(NC1=C(C=C(C(=C1)OCC)C(F)(F)F)NC(CC(=O)C1=CC(=CC=C1)C=1C=NC(=CC1C)CC)=O)=O ((5-Ethoxy-2-{3-[3-(6-ethyl-4-methyl-pyridin-3-yl)-phenyl]-3-oxo-propionylamino}-4-trifluoromethyl-phenyl)-carbamic acid tert-butyl ester), C(=O)(C(F)(F)F)O (TFA). Solvent: C(Cl)Cl (CH2Cl2). The product is C(C)OC1=CC2=C(NC(CC(=N2)C2=CC(=CC=C2)C=2C=NC(=CC2C)CC)=O)C=C1C(F)(F)F (7-Ethoxy-4-[3-(6-ethyl-4-methyl-pyridin-3-yl)-phenyl]-8-trifluoromethyl-1,3-dihydro-benzo[b][1,4]diazepin-2-one), solid. Isolated yield 69.0%. As a reaction SMILES: C(OC(=O)[NH:7][C:8]1[CH:13]=[C:12]([O:14][CH2:15][CH3:16])[C:11]([C:17]([F:20])([F:19])[F:18])=[CH:10][C:9]=1[NH:21][C:22](=[O:41])[CH2:23][C:24]([C:26]1[CH:31]=[CH:30][CH:29]=[C:28]([C:32]2[CH:33]=[N:34][C:35]([CH2:39][CH3:40])=[CH:36][C:37]=2[CH3:38])[CH:27]=1)=O)(C)(C)C.C(O)(C(F)(F)F)=O>C(Cl)Cl>[CH2:15]([O:14][C:12]1[C:11]([C:17]([F:19])([F:20])[F:18])=[CH:10][C:9]2[NH:21][C:22](=[O:41])[CH2:23][C:24]([C:26]3[CH:31]=[CH:30][CH:29]=[C:28]([C:32]4[CH:33]=[N:34][C:35]([CH2:39][CH3:40])=[CH:36][C:37]=4[CH3:38])[CH:27]=3)=[N:7][C:8]=2[CH:13]=1)[CH3:16]. Procedure: The title compound was prepared from (5-ethoxy-2-{3-[3-(6-ethyl-4-methyl-pyridin-3-yl)-phenyl]-3-oxo-propionylamino}-4-trifluoromethyl-phenyl)-carbamic acid tert-butyl ester (Example M235) (151 mg, 0.26 mmol) by treatment with TFA in CH2Cl2 according to the general procedure N. Obtained as an off-white solid (84 mg, 69%). Reactants: COC(=O)[C@H]1N(C[C@@H](C1)S(=O)(=O)C1=C(C=CC=C1)Cl)C=1N(N=C(C1)C)CC1=CC=CC=C1 ((2S,4R)-1-(2-benzyl-5-methyl-2H-pyrazol-3-yl)-4-(2-chloro-benzenesulfonyl)-pyrrolidine-2-carboxylic acid methyl ester), [OH-].[Li+] (lithium hydroxide). The product is C(C1=CC=CC=C1)N1N=C(C=C1N1[C@@H](C[C@H](C1)S(=O)(=O)C1=C(C=CC=C1)Cl)C(=O)O)C ((2S,4R)-1-(2-Benzyl-5-methyl-2H-pyrazol-3-yl)-4-(2-chloro-benzenesulfonyl)-pyrrolidine-2-carboxylic acid). RXN SMILES: C[O:2][C:3]([C@@H:5]1[CH2:9][C@@H:8]([S:10]([C:13]2[CH:18]=[CH:17][CH:16]=[CH:15][C:14]=2[Cl:19])(=[O:12])=[O:11])[CH2:7][N:6]1[C:20]1[N:21]([CH2:26][C:27]2[CH:32]=[CH:31][CH:30]=[CH:29][CH:28]=2)[N:22]=[C:23]([CH3:25])[CH:24]=1)=[O:4].[OH-].[Li+]>>[CH2:26]([N:21]1[C:20]([N:6]2[CH2:7][C@H:8]([S:10]([C:13]3[CH:18]=[CH:17][CH:16]=[CH:15][C:14]=3[Cl:19])(=[O:11])=[O:12])[CH2:9][C@H:5]2[C:3]([OH:4])=[O:2])=[CH:24][C:23]([CH3:25])=[N:22]1)[C:27]1[CH:28]=[CH:29][CH:30]=[CH:31][CH:32]=1 |f:1.2|. Reported procedure: In analogy to the procedure described in example 253e, (2S,4R)-1-(2-benzyl-5-methyl-2H-pyrazol-3-yl)-4-(2-chloro-benzenesulfonyl)-pyrrolidine-2-carboxylic acid methyl ester was saponified in the presence of lithium hydroxide to give the title compound as yellow oil which was used in the next step without further purification. MS (ESI): m/z=460.3 [M+H]+. The reactants are [OH-].[Na+] (NaOH), NC1=NC=2C=C(C=CC2C2=C1N=C(N2NC(C)C)COCC)OCCCNC(OC(C)(C)C)=O (tert-butyl [3-(4-amino-2-ethoxymethyl-1-isopropylamino-1H-imidazo[4,5-c]quinolin-7-yloxy)propyl]carbamate), Cl (HCl). Solvent: O (H2O), C(C)O (ethanol), CCO (EtOH). Reaction conditions: temperature 100 celsius, time 1 hour. Yields the product NCCCOC=1C=CC=2C3=C(C(=NC2C1)N)N=C(N3NC(C)C)COCC (7-(3-aminopropoxy)-2-ethoxymethyl-N1-isopropyl-1H-imidazo[4,5-c]quinoline-1,4-diamine). The yield is 86.1%. As a reaction SMILES: [NH2:1][C:2]1[C:11]2[N:12]=[C:13]([CH2:19][O:20][CH2:21][CH3:22])[N:14]([NH:15][CH:16]([CH3:18])[CH3:17])[C:10]=2[C:9]2[CH:8]=[CH:7][C:6]([O:23][CH2:24][CH2:25][CH2:26][NH:27]C(=O)OC(C)(C)C)=[CH:5][C:4]=2[N:3]=1.Cl.[OH-].[Na+]>C(O)C.O>[NH2:27][CH2:26][CH2:25][CH2:24][O:23][C:6]1[CH:7]=[CH:8][C:9]2[C:10]3[N:14]([NH:15][CH:16]([CH3:17])[CH3:18])[C:13]([CH2:19][O:20][CH2:21][CH3:22])=[N:12][C:11]=3[C:2]([NH2:1])=[N:3][C:4]=2[CH:5]=1 |f:2.3|. Reported procedure: A solution of tert-butyl [3-(4-amino-2-ethoxymethyl-1-isopropylamino-1H-imidazo[4,5-c]quinolin-7-yloxy)propyl]carbamate (1.24 g, 2.62 mmol) in 5 mL of ethanol (EtOH) was treated with 5 mL of 4.3 M HCl in EtOH. The reaction was heated to 100° C. After 1 h, the reaction was cooled to ambient temperature and concentrated under reduced pressure to yield a brown solid. The solid was dissolved in a minimum amount of H2O and treated with 10% NaOH solution until the pH of the liquid was 13. The basic aq... Starting materials: C1CCOC1 (THF), C(=O)(OCC1=CC=CC=C1)Cl (carbobenzyloxy chloride), C(C)OC(CC1CNC1)=O (azetidin-3-yl-acetic acid ethyl ester). Solvent: C([O-])(O)=O.[Na+] (sodium bicarbonate). Reaction conditions: time 2 hour. Product: C(C1=CC=CC=C1)OC(=O)N1CC(C1)CC(=O)OCC (3-Ethoxycarbonylmethyl-azetidine-1-carboxylic Acid Benzyl Ester). Yield: 15.5%. RXN SMILES: [CH2:1]([O:3][C:4](=[O:10])[CH2:5][CH:6]1[CH2:9][NH:8][CH2:7]1)[CH3:2].C1COCC1.[C:16](Cl)([O:18][CH2:19][C:20]1[CH:25]=[CH:24][CH:23]=[CH:22][CH:21]=1)=[O:17]>C(=O)(O)[O-].[Na+]>[CH2:19]([O:18][C:16]([N:8]1[CH2:9][CH:6]([CH2:5][C:4]([O:3][CH2:1][CH3:2])=[O:10])[CH2:7]1)=[O:17])[C:20]1[CH:25]=[CH:24][CH:23]=[CH:22][CH:21]=1 |f:3.4|. Reported procedure: To a stirring mixture of azetidin-3-yl-acetic acid ethyl ester (1.0 g, 6.98 mmol), in saturated aqueous sodium bicarbonate (5 mL) and THF (5 mL) at 0° C. was added carbobenzyloxy chloride (1.1 mL, 7.68 mmol) dropwise. The ice bath was removed and the reaction mixture was stirred at room temperature for 2 hrs, then extracted with ethyl acetate acetate (3×20 mL). The combined ethyl acetate layer was washed with water (10 mL), brine (10 mL), dried over anhydrous sodium sulfate, filtered, and concen... Reactants: CC(=O)[O-], CC(C)O, CCO, Cl, CC1CNCCC1(C(=O)O)c1ccccc1F, N#CC1(c2ccc(F)cc2)CCC(=O)CC1, [H][H], [K+], c1ccsc1. The product is Cl, CC1CN(C2CCC(C#N)(c3ccc(F)cc3)CC2)CCC1(C(=O)O)c1ccccc1F. As a reaction SMILES: [CH3:41][C:42](=[O:43])[O-:44].[CH3:47][CH:48]([OH:49])[CH3:50].[CH3:51][CH2:52][OH:53].[ClH:22].[F:23][c:24]1[c:25]([C:30]2([C:37](=[O:38])[OH:39])[CH:31]([CH3:36])[CH2:32][NH:33][CH2:34][CH2:35]2)[cH:26][cH:27][cH:28][cH:29]1.[F:6][c:7]1[cH:8][cH:9][c:10]([C:13]2([C:20]#[N:21])[CH2:14][CH2:15][C:16](=[O:19])[CH2:17][CH2:18]2)[cH:11][cH:12]1.[H:45][H:46].[K+:40].[cH:1]1[cH:2][s:3][cH:4][cH:5]1>>[ClH:22].[F:6][c:7]1[cH:8][cH:9][c:10]([C:13]2([C:20]#[N:21])[CH2:14][CH2:15][CH:16]([N:33]3[CH2:32][CH:31]([CH3:36])[C:30]([c:25]4[c:24]([F:23])[cH:29][cH:28][cH:27][cH:26]4)([C:37](=[O:38])[OH:39])[CH2:35][CH2:34]3)[CH2:17][CH2:18]2)[cH:11][cH:12]1.